Dataset: the Open Reaction Database (ORD), a public repository of structured organic reaction records. Task: describe an organic reaction: reactants, conditions, products, and yield The reactants are product A1, N1=C(C=CC=C1)N1CCNCC1 (1-(2-pyridyl)piperazine), Cl.C(C)OC=1C=C(C=CC1OCC)C1=NN(C([C@@H]2CC=CC[C@H]12)=O)C1=CC=C(C=C1)C(=O)N1CCN(CC1)C1=CC=CC=C1 ((4aS,8aR)-4-(3,4-Diethoxyphenyl)-2-{4-[1-(4-phenyl-piperazin-1-yl)-methanoyl]-phenyl}-4a,5,8,8a-tetrahydro-2H-phthalazin-1-one hydrochloride). The solvent is C(C)OCC (diethyl ether). Yields the product C(C)OC=1C=C(C=CC1OCC)C1=NN(C([C@@H]2CC=CC[C@H]12)=O)C1=CC=C(C=C1)C(=O)N1CCN(CC1)C1=NC=CC=C1 ((4aS,8aR)-4-(3,4-Diethoxyphenyl)-2-{4-[1-(4-pyridin-2-yl-piperazin-1-yl)-methanoyl]-phenyl}-4a,5,8,8a-tetrahydro-2H-phthalazin-1-one). As a reaction SMILES: [N:1]1[CH:6]=[CH:5][CH:4]=[CH:3][C:2]=1[N:7]1[CH2:12][CH2:11][NH:10][CH2:9][CH2:8]1.Cl.[CH2:14]([O:16][C:17]1[CH:18]=[C:19]([C:26]2[C@@H:35]3[C@@H:30]([CH2:31][CH:32]=[CH:33][CH2:34]3)[C:29](=[O:36])[N:28]([C:37]3[CH:42]=[CH:41][C:40]([C:43](N4CCN(C5C=CC=CC=5)CC4)=[O:44])=[CH:39][CH:38]=3)[N:27]=2)[CH:20]=[CH:21][C:22]=1[O:23][CH2:24][CH3:25])[CH3:15]>C(OCC)C>[CH2:14]([O:16][C:17]1[CH:18]=[C:19]([C:26]2[C@@H:35]3[C@@H:30]([CH2:31][CH:32]=[CH:33][CH2:34]3)[C:29](=[O:36])[N:28]([C:37]3[CH:38]=[CH:39][C:40]([C:43]([N:10]4[CH2:9][CH2:8][N:7]([C:2]5[CH:3]=[CH:4][CH:5]=[CH:6][N:1]=5)[CH2:12][CH2:11]4)=[O:44])=[CH:41][CH:42]=3)[N:27]=2)[CH:20]=[CH:21][C:22]=1[O:23][CH2:24][CH3:25])[CH3:15] |f:1.2|. Reported procedure: Prepared from intermediate product A1 and 1-(2-pyridyl)piperazine as described for compound 1. Cystallised from diethyl ether as the free base. M.p. 183–184° C.